This data is from the Open Reaction Database (ORD), a public repository of structured organic reaction records. The task is: describe an organic reaction: reactants, conditions, products, and yield Reactants: N=1C=CN2C1C=CC=C2SCCCCN2C(N1C(S(CCC1)(=O)=O)=C(C2=O)C2=CC=CC=C2)=O (7-[4-(imidazo-[1,2-a]pyridin-5-ylthio)butyl]-1,1-dioxo-9-phenyl-3,4-dihydro-2H,6H-pyrimido[6,1-b][1,3]thiazine-6,8(7H)-dione), Cl (hydrochloric acid). Run in CO (methanol). Yields the product Cl.N=1C=CN2C1C=CC=C2SCCCCN2C(N1C(S(CCC1)(=O)=O)=C(C2=O)C2=CC=CC=C2)=O (7-[4-(imidazo[1,2-a]pyridin-5-ylthio)-butyl]-1,1-dioxo-9-phenyl-3,4-dihydro-2H,6H-pyrimido[6,1-b][1,3]thiazine-6,8(7H)-dione hydrochloride). RXN SMILES: [N:1]1[CH:2]=[CH:3][N:4]2[C:9]([S:10][CH2:11][CH2:12][CH2:13][CH2:14][N:15]3[C:26](=[O:27])[C:25]([C:28]4[CH:33]=[CH:32][CH:31]=[CH:30][CH:29]=4)=[C:18]4[S:19](=[O:24])(=[O:23])[CH2:20][CH2:21][CH2:22][N:17]4[C:16]3=[O:34])=[CH:8][CH:7]=[CH:6][C:5]=12.[ClH:35]>CO>[ClH:35].[N:1]1[CH:2]=[CH:3][N:4]2[C:9]([S:10][CH2:11][CH2:12][CH2:13][CH2:14][N:15]3[C:26](=[O:27])[C:25]([C:28]4[CH:33]=[CH:32][CH:31]=[CH:30][CH:29]=4)=[C:18]4[S:19](=[O:24])(=[O:23])[CH2:20][CH2:21][CH2:22][N:17]4[C:16]3=[O:34])=[CH:8][CH:7]=[CH:6][C:5]=12 |f:3.4|. Reported procedure: To a solution of 1.26 g (2.61 mmol) of 7-[4-(imidazo-[1,2-a]pyridin-5-ylthio)butyl]-1,1-dioxo-9-phenyl-3,4-dihydro-2H,6H-pyrimido[6,1-b][1,3]thiazine-6,8(7H)-dione in 20 ml of methanol, 0.25 ml (3 mmol) of concentrated hydrochloric acid was added. After the reaction mixture was concentrated to dryness, diethyl ether was added to the residue. The resulting crystal was collected by filtration and dried to yield 1.35 g (quant, light white crystal) of the desired product. Starting materials: Cl (HCl), C(CC)C(CO)CCC (2-propylpentanol), C1(=CC=C(C=C1)S(=O)(=O)O)C (p-toluenesulfonic acid), N1=CC=CC=C1 (pyridine). The solvent is C(Cl)(Cl)Cl (chloroform). Yield: 96.9%. The product is S(=O)(=O)(OCC(CCC)CCC)C1=CC=C(C)C=C1 (2-propylpentyl tosylate). Procedure details: To a mixture of 52 g 2-propylpentanol and 86 g of p-toluenesulfonic acid in 175 ml of chloroform was added at 0°-3° C. and under N2 -atmosphere 48 g of pyridine. The mixture was kept at 0° C. for 30 minutes and at room temperature for 19 hrs. After cooling the reaction mixture, 3M HCl (300 ml) was added. The organic phase was separated and washed with water and brine. Drying with Na2SO4 and evaporation gives 110 g of 2-propylpentyl tosylate. Reaction SMILES: [CH2:1]([CH:4]([CH2:7][CH2:8][CH3:9])[CH2:5][OH:6])[CH2:2][CH3:3].[C:10]1([CH3:20])[CH:15]=[CH:14][C:13]([S:16](O)(=[O:18])=[O:17])=[CH:12][CH:11]=1.N1C=CC=CC=1.Cl>C(Cl)(Cl)Cl>[S:16]([C:13]1[CH:14]=[CH:15][C:10]([CH3:20])=[CH:11][CH:12]=1)([O:6][CH2:5][CH:4]([CH2:7][CH2:8][CH3:9])[CH2:1][CH2:2][CH3:3])(=[O:18])=[O:17]. Conditions: time 19 hour. The reactants are [BH4-].[Na+] (Sodium borohydride), CC1(C(CCC(C1)=O)C(=O)OC)C (methyl 2,2-dimethyl-4-oxocyclohexanecarboxylate), Cl (hydrochloric acid). Run in C(C)O (ethanol). Conditions: temperature -20 celsius, time 2 hour. The product is OC1CC(C(CC1)C(=O)OC)(C)C (methyl 4-hydroxy-2,2-dimethylcyclohexanecarboxylate). Reaction SMILES: [BH4-].[Na+].[CH3:3][C:4]1([CH3:15])[CH2:9][C:8](=[O:10])[CH2:7][CH2:6][CH:5]1[C:11]([O:13][CH3:14])=[O:12].Cl>C(O)C>[OH:10][CH:8]1[CH2:7][CH2:6][CH:5]([C:11]([O:13][CH3:14])=[O:12])[C:4]([CH3:15])([CH3:3])[CH2:9]1 |f:0.1|. Reported procedure: Sodium borohydride (1.85 g, 48.9 mmol) was added to a solution of methyl 2,2-dimethyl-4-oxocyclohexanecarboxylate (3.0 g, 16.3 mmol) in ethanol (65 mL) at −20° C. The solution was stirred at −20° C. for 2 hours. Aqueous hydrochloric acid (1M) was added drop wise and the mixture was extracted with dichloromethane (3×). The combined organic layers were dried over sodium sulfate, filtered, and concentrated under reduced pressure to afford methyl 4-hydroxy-2,2-dimethylcyclohexanecarboxylate. 1H NMR ... Reactants: CN1C(=NC2=C1C=CC(=C2)N(CC(=O)OCC)S(=O)(=O)C2=CC=CC=C2)COC2=CC=C(C=C2)C#N (1-methyl-2-[(4-cyanophenyl)-oxymethyl]-5-[N-(ethoxycarbonylmethyl)-benzenesulphonylamino]-benzimidazole), Cl (hydrochloric acid), C([O-])([O-])=O.[NH4+].[NH4+] (ammonium carbonate). The solvent is C(C)O (ethanol). Product: CN1C(=NC2=C1C=CC(=C2)N(CC(=O)OCC)S(=O)(=O)C2=CC=CC=C2)COC2=CC=C(C=C2)C(N)=N (1-methyl-2-[(4-amidinophenyl)-oxymethyl]-5-[N-(ethoxycarbonylmethyl)-benzenesulphonylamino]-benzimidazole). As a reaction SMILES: [CH3:1][N:2]1[C:6]2[CH:7]=[CH:8][C:9]([N:11]([S:18]([C:21]3[CH:26]=[CH:25][CH:24]=[CH:23][CH:22]=3)(=[O:20])=[O:19])[CH2:12][C:13]([O:15][CH2:16][CH3:17])=[O:14])=[CH:10][C:5]=2[N:4]=[C:3]1[CH2:27][O:28][C:29]1[CH:34]=[CH:33][C:32]([C:35]#[N:36])=[CH:31][CH:30]=1.Cl.C(=O)([O-])[O-].[NH4+:42].[NH4+]>C(O)C>[CH3:1][N:2]1[C:6]2[CH:7]=[CH:8][C:9]([N:11]([S:18]([C:21]3[CH:26]=[CH:25][CH:24]=[CH:23][CH:22]=3)(=[O:20])=[O:19])[CH2:12][C:13]([O:15][CH2:16][CH3:17])=[O:14])=[CH:10][C:5]=2[N:4]=[C:3]1[CH2:27][O:28][C:29]1[CH:34]=[CH:33][C:32]([C:35](=[NH:42])[NH2:36])=[CH:31][CH:30]=1 |f:2.3.4|. Procedure: Prepared analogously to Example 1e from 1-methyl-2-[(4-cyanophenyl)-oxymethyl]-5-[N-(ethoxycarbonylmethyl)-benzenesulphonylamino]-benzimidazole and ethanolic hydrochloric acid, ethanol and ammonium carbonate. Reactants: COc1c2c(c(OC)c(OC)c1OC)CC(CCCCCCCCO)C2, CC(=O)O, c1ccncc1. Yields the product COc1c2c(c(OC)c(OC)c1OC)CC(CCCCCCCCOC(C)=O)C2. Reaction SMILES: [CH3:1][O:2][c:3]1[c:4]2[c:8]([c:9]([O:16][CH3:17])[c:10]([O:14][CH3:15])[c:11]1[O:12][CH3:13])[CH2:7][CH:6]([CH2:18][CH2:19][CH2:20][CH2:21][CH2:22][CH2:23][CH2:24][CH2:25][OH:26])[CH2:5]2.[CH3:27][C:28]([OH:29])=[O:30].[cH:31]1[cH:32][cH:33][n:34][cH:35][cH:36]1>>[CH3:1][O:2][c:3]1[c:4]2[c:8]([c:9]([O:16][CH3:17])[c:10]([O:14][CH3:15])[c:11]1[O:12][CH3:13])[CH2:7][CH:6]([CH2:18][CH2:19][CH2:20][CH2:21][CH2:22][CH2:23][CH2:24][CH2:25][O:26][C:28]([CH3:27])=[O:29])[CH2:5]2. Starting materials: C1(=CC=C(C=C1)CC(=O)O)C (p-tolylacetic acid), CO (methanol), S(O)(O)(=O)=O (sulfuric acid). Conditions: temperature 65 celsius, time 18 hour. Product: C1(=CC=C(C=C1)CC(=O)OC)C (methyl 2-(p-tolyl)acetate). Isolated yield 100.0%. As a reaction SMILES: [C:1]1([CH3:11])[CH:6]=[CH:5][C:4]([CH2:7][C:8]([OH:10])=[O:9])=[CH:3][CH:2]=1.S(=O)(=O)(O)O.[CH3:17]O>>[C:1]1([CH3:11])[CH:2]=[CH:3][C:4]([CH2:7][C:8]([O:10][CH3:17])=[O:9])=[CH:5][CH:6]=1. Reported procedure: A 500-mL round bottom flask, with stirrer bar, was charged with p-tolylacetic acid (10.0 g, 66.5 mmol) and methanol (240 mL). Concentrated sulfuric acid (0.1 mL) was added at room temperature. The resulting solution was stirred at 65° C. for 18 h. After this time, the mixture was concentrated in vacuo, and the residue was diluted with ethyl acetate (100 mL) and saturated sodium bicarbonate (50 mL). The organic layer was washed with saturated sodium chloride (2×20 mL), dried over sodium sulfate, ... Reactants: ClC1=NC=C(C(=N1)C1=CNC2=CC=CC=C12)Cl (3-(2,5-dichloropyrimidin-4-yl)-1H-indole), NC1=C(C=C(C=C1)N1CC(C(CC1)N)(C)C)OC (1-(4-amino-3-methoxyphenyl)-3,3-dimethylpiperidin-4-amine), ClC1=NC=C(C(=N1)C1=CNC2=CC=CC=C12)Cl (3-(2,5-dichloropyrimidin-4-yl)-1H-indole), NC1=C(C=C(C=C1)N1CC(C(CC1)N)(C)C)OC (1-(4-amino-3-methoxyphenyl)-3,3-dimethylpiperidin-4-amine). The product is NC1C(CN(CC1)C1=CC(=C(C=C1)NC1=NC=C(C(=N1)C1=CNC2=CC=CC=C12)Cl)OC)(C)C (N-(4-(4-amino-3,3-dimethylpiperidin-1-yl)-2-methoxyphenyl)-5-chloro-4-(1H-indol-3-yl)pyrimidin-2-amine). RXN SMILES: Cl[C:2]1[N:7]=[C:6]([C:8]2[C:16]3[C:11](=[CH:12][CH:13]=[CH:14][CH:15]=3)[NH:10][CH:9]=2)[C:5]([Cl:17])=[CH:4][N:3]=1.[NH2:18][C:19]1[CH:24]=[CH:23][C:22]([N:25]2[CH2:30][CH2:29][CH:28]([NH2:31])[C:27]([CH3:33])([CH3:32])[CH2:26]2)=[CH:21][C:20]=1[O:34][CH3:35]>>[NH2:31][CH:28]1[CH2:29][CH2:30][N:25]([C:22]2[CH:23]=[CH:24][C:19]([NH:18][C:2]3[N:7]=[C:6]([C:8]4[C:16]5[C:11](=[CH:12][CH:13]=[CH:14][CH:15]=5)[NH:10][CH:9]=4)[C:5]([Cl:17])=[CH:4][N:3]=3)=[C:20]([O:34][CH3:35])[CH:21]=2)[CH2:26][C:27]1([CH3:33])[CH3:32]. Reported procedure: Starting materials: 3-(2,5-dichloropyrimidin-4-yl)-1H-indole (Intermediate 2) and 1-(4-amino-3-methoxyphenyl)-3,3-dimethylpiperidin-4-amine (180 mg, 0.72 mmol) (Intermediate 43).